This data is from the Open Reaction Database (ORD), a public repository of structured organic reaction records. The task is: describe an organic reaction: reactants, conditions, products, and yield Reactants: ClC1=C(C=O)C=CC=C1Cl (2,3-dichlorobenzaldehyde), N\C(=C/C(=O)OC)\C (methyl 3-aminocrotonate), OCCCCCCOC(CC(=O)C)=O (acetoacetic acid 6-hydroxyhexyl ester). The solvent is C(C)O (ethanol). Product: OCCCCCCOC(=O)C=1C(C(=C(NC1C)C)C(=O)OC)C1=C(C(=CC=C1)Cl)Cl (1,4-dihydro-2,6-dimethyl-4-(2,3-dichlorophenyl)-3-methoxycarbonylpyridine-5-carboxylic acid 6-hydroxyhexyl ester). Yield: 38.0%. Reaction SMILES: [Cl:1][C:2]1[C:9]([Cl:10])=[CH:8][CH:7]=[CH:6][C:3]=1[CH:4]=O.[NH2:11]/[C:12](/[CH3:18])=[CH:13]\[C:14]([O:16][CH3:17])=[O:15].[OH:19][CH2:20][CH2:21][CH2:22][CH2:23][CH2:24][CH2:25][O:26][C:27](=[O:32])[CH2:28][C:29]([CH3:31])=O>C(O)C>[OH:19][CH2:20][CH2:21][CH2:22][CH2:23][CH2:24][CH2:25][O:26][C:27]([C:28]1[CH:4]([C:3]2[CH:6]=[CH:7][CH:8]=[C:9]([Cl:10])[C:2]=2[Cl:1])[C:13]([C:14]([O:16][CH3:17])=[O:15])=[C:12]([CH3:18])[NH:11][C:29]=1[CH3:31])=[O:32]. Reported procedure: 35.0 g (0.20 mole) of 2,3-dichlorobenzaldehyde, 23.0 g (0.20 mole) of methyl 3-aminocrotonate, 40.0 g (0.20 mole) of acetoacetic acid 6-hydroxyhexyl ester and 100 ml of ethanol were mixed and heated at reflux for 6 hours, and the resultant product was chromatographed on a silica gel column to obtain 34.7 g (yield 38.0%) of 1,4-dihydro-2,6-dimethyl-4-(2,3-dichlorophenyl)-3-methoxycarbonylpyridine-5-carboxylic acid 6-hydroxyhexyl ester as an oil. 13.7 g (0.03 mole) of this oil was dissolved togeth...